This data is from the Open Reaction Database (ORD), a public repository of structured organic reaction records. The task is: describe an organic reaction: reactants, conditions, products, and yield The reactants are C(C)(C)(C)OC(=O)NCCOC1=C(C(=O)O)C=CC(=C1)SC (2-[2-(tert-butoxycarbonylamino)ethoxy]-4-(methylthio)benzoic acid), ClC=1C=CC(=NC1)NC(C1=C(C=CC(=C1)Cl)N)=O (N-(5-chloropyridin-2-yl)-2-amino-5-chlorobenzamide), CHCl3. Yields the product C(C)(C)(C)OC(=O)NCCOC1=C(C(=O)NC2=C(C(=O)NC3=NC=C(C=C3)Cl)C=C(C=C2)Cl)C=CC(=C1)SC (2-[2-[2-(tert-Butoxycarbonylamino)ethoxy]-4-(methylthio)benzoylamino]-5-chloro-N-(5-chloropyridin-2-yl)benzamide). Reaction SMILES: [C:1]([O:5][C:6]([NH:8][CH2:9][CH2:10][O:11][C:12]1[CH:20]=[C:19]([S:21][CH3:22])[CH:18]=[CH:17][C:13]=1[C:14]([OH:16])=O)=[O:7])([CH3:4])([CH3:3])[CH3:2].[Cl:23][C:24]1[CH:25]=[CH:26][C:27]([NH:30][C:31](=[O:40])[C:32]2[CH:37]=[C:36]([Cl:38])[CH:35]=[CH:34][C:33]=2[NH2:39])=[N:28][CH:29]=1>>[C:1]([O:5][C:6]([NH:8][CH2:9][CH2:10][O:11][C:12]1[CH:20]=[C:19]([S:21][CH3:22])[CH:18]=[CH:17][C:13]=1[C:14]([NH:39][C:33]1[CH:34]=[CH:35][C:36]([Cl:38])=[CH:37][C:32]=1[C:31]([NH:30][C:27]1[CH:26]=[CH:25][C:24]([Cl:23])=[CH:29][N:28]=1)=[O:40])=[O:16])=[O:7])([CH3:2])([CH3:3])[CH3:4]. Procedure: 2-[2-[2-(tert-Butoxycarbonylamino)ethoxy]-4-(methylthio)benzoylamino]-5-chloro-N-(5-chloropyridin-2-yl)benzamide was prepared by methods described in example 4-E from 2-[2-(tert-butoxycarbonylamino)ethoxy]-4-(methylthio)benzoic acid and N-(5-chloropyridin-2-yl)-2-amino-5-chlorobenzamide (3 g, 92%). IR (CHCl3): 1665, 1500, 1375, 1296 cm−1.